From a dataset of the Open Reaction Database (ORD), a public repository of structured organic reaction records. describe an organic reaction: reactants, conditions, products, and yield Reported procedure: A suspension of 0.91 g (3.14 mmol) of 3-benzenesulphonyl-5-methyl-pyrazolo[1,5-a]pyrimidine in 15 ml of POCl3 was heated at reflux for 1 hr. The reaction solution was cooled to RT and evaporated. The residue was treated with 30 ml of ice-water and the pH value of the solution was adjusted to 8 with sat. NaHCO3 solution. The aqueous phase was extracted three times with 20 ml of CH2Cl2, and the organic phases were dried (MgSO4), filtered and evaporated. Chromatography (SiO2, CH2Cl2/AcOEt 19:1) of ... The yield is 87.0%. The product is C1(=CC=CC=C1)S(=O)(=O)C=1C=NN2C1N=C(C=C2Cl)C (3-benzenesulphonyl-7-chloro-5-methyl-pyrazolo[1,5-a]pyrimidine). As a reaction SMILES: [C:1]1([S:7]([C:10]2[CH:11]=[N:12][N:13]3[CH:18]=[CH:17][C:16]([CH3:19])=[N:15][C:14]=23)(=[O:9])=[O:8])[CH:6]=[CH:5][CH:4]=[CH:3][CH:2]=1.O=P(Cl)(Cl)[Cl:22]>>[C:1]1([S:7]([C:10]2[CH:11]=[N:12][N:13]3[C:18]([Cl:22])=[CH:17][C:16]([CH3:19])=[N:15][C:14]=23)(=[O:9])=[O:8])[CH:2]=[CH:3][CH:4]=[CH:5][CH:6]=1. The reactants are C1(=CC=CC=C1)S(=O)(=O)C=1C=NN2C1N=C(C=C2)C (3-benzenesulphonyl-5-methyl-pyrazolo[1,5-a]pyrimidine), O=P(Cl)(Cl)Cl (POCl3). Starting materials: [Br-], CCC1CC(=O)C2(C)CCC3C(CCC4=CC(=O)CCC43CO)C12, C[P+](c1ccccc1)(c1ccccc1)c1ccccc1, [Li]CCCC, C1CCOC1, O. The product is C=C1C=C2CCC3C4C(CC)CC(=O)C4(C)CCC3C2(CO)CC1. Reaction SMILES: [Br-:36].[CH2:1]([CH3:2])[CH:3]1[CH2:4][C:5](=[O:24])[C:6]2([CH3:7])[CH:8]1[CH:9]1[CH2:10][CH2:11][C:12]3=[CH:13][C:14](=[O:23])[CH2:15][CH2:16][C:17]3([CH2:18][OH:19])[CH:20]1[CH2:21][CH2:22]2.[CH3:37][P+:38]([c:39]1[cH:40][cH:41][cH:42][cH:43][cH:44]1)([c:45]1[cH:46][cH:47][cH:48][cH:49][cH:50]1)[c:51]1[cH:52][cH:53][cH:54][cH:55][cH:56]1.[Li:25][CH2:26][CH2:27][CH2:28][CH3:29].[O:31]1[CH2:32][CH2:33][CH2:34][CH2:35]1.[OH2:30]>>[CH2:1]([CH3:2])[CH:3]1[CH2:4][C:5](=[O:24])[C:6]2([CH3:7])[CH:8]1[CH:9]1[CH2:10][CH2:11][C:12]3=[CH:13][C:14](=[CH2:26])[CH2:15][CH2:16][C:17]3([CH2:18][OH:19])[CH:20]1[CH2:21][CH2:22]2. Starting materials: [F-].[K+] (potassium fluoride), CCOCC (ether), ClC1=NC=C(C=C1F)Cl (2,5-dichloro-3-fluoropyridine), [F-].[Cs+] (caesium fluoride). The reagents and catalysts are C1COCCOCCOCCOCCOCCO1 (18-crown-6). Run in S1(=O)(=O)CCCC1 (sulfolane), S1(=O)(=O)CCCC1 (sulfolane), S1(=O)(=O)CCCC1 (sulfolane), ice water. Conditions: temperature 140 celsius, time 35 hour. The product is ClC=1C=C(C(=NC1)F)F (5-chloro-2,3-difluoropyridine). The yield is 88.0%. Reaction SMILES: [F-:1].[K+].[F-].[Cs+].Cl[C:6]1[C:11]([F:12])=[CH:10][C:9]([Cl:13])=[CH:8][N:7]=1.CCOCC>S1(CCCC1)(=O)=O.C1OCCOCCOCCOCCOCCOC1>[Cl:13][C:9]1[CH:10]=[C:11]([F:12])[C:6]([F:1])=[N:7][CH:8]=1 |f:0.1,2.3|. Reported procedure: 64.6 g (1.11 mol) of potassium fluoride and 11.25 g (0.074 mol) of caesium fluoride are suspended in 240 ml of sulfolane and the suspension is heated to 140° C. 50 mol of sulfolane are distilled off by decreasing the pressure and then 61.4 g (0.37 mol) of 2,5-dichloro-3-fluoropyridine and 1.45 g (0.0055 mol) of 18-crown-6 in 20 ml of sulfolane are added to the suspension. This reaction mixture is stirred for 35 hours at 140° C. and then taken up in ice water. The product is isolated from the aqu... The reactants are CN(S(=O)(=O)NC1=CC=C(C=N1)C#N)C (6-(dimethylaminosulfonylamino)-3-cyanopyridine), Cl (HCl), C(C)(=O)OCC (ethyl acetate). Solvent: CO (MeOH), O1CCOCC1 (dioxane). Procedure: A solution of 6-(dimethylaminosulfonylamino)-3-cyanopyridine (250 mg, 1.1 mmol) in a mixture of MeOH (25 mL) and 4 N HCl in dioxane (1 mL) was hydrogenated over 10% Pd/C catalyst using a continuous flow hydrogenation apparatus (conditions: flow rate 1.0 mL/minute, 25° C., 1 atmosphere). The reaction was monitored by TLC (ethyl acetate). The methanol was concentrated in vacuo to afford the title compound. The product is Cl.Cl.CN(S(=O)(=O)NC1=CC=C(C=N1)CN)C (6-(Dimethylaminosulfonylamino)-pyridin-3-ylmethyl amine dihydrochloride salt). Reagents/catalysts: [Pd] (Pd/C). Reaction SMILES: [CH3:1][N:2]([CH3:15])[S:3]([NH:6][C:7]1[N:12]=[CH:11][C:10]([C:13]#[N:14])=[CH:9][CH:8]=1)(=[O:5])=[O:4].C(OCC)(=O)C.[ClH:22]>CO.O1CCOCC1.[Pd]>[ClH:22].[ClH:22].[CH3:1][N:2]([CH3:15])[S:3]([NH:6][C:7]1[N:12]=[CH:11][C:10]([CH2:13][NH2:14])=[CH:9][CH:8]=1)(=[O:4])=[O:5] |f:6.7.8|.